This data is from the Open Reaction Database (ORD), a public repository of structured organic reaction records. The task is: describe an organic reaction: reactants, conditions, products, and yield Reactants: BrC=1C=C(C#N)C=C(C1F)Br (3,5-dibromo-4-fluorobenzonitrile), C(N)(OC(C)(C)C)=O (tert-butyl carbamate), CC1(C2=C(C(=CC=C2)P(C3=CC=CC=C3)C4=CC=CC=C4)OC5=C(C=CC=C51)P(C6=CC=CC=C6)C7=CC=CC=C7)C (XANTPHOS), C([O-])([O-])=O.[Cs+].[Cs+] (cesium carbonate). Reaction conditions: temperature 90 celsius, time 15 hour. The product is BrC=1C(=C(C=C(C1)C#N)NC(OC(C)(C)C)=O)F (tert-butyl (3-bromo-5-cyano-2-fluorophenyl)carbamate). The yield is 59.9%. RXN SMILES: Br[C:2]1[CH:3]=[C:4]([CH:7]=[C:8]([Br:11])[C:9]=1[F:10])[C:5]#[N:6].[C:12](=[O:19])([O:14][C:15]([CH3:18])([CH3:17])[CH3:16])[NH2:13].CC1(C)C2C(=C(P(C3C=CC=CC=3)C3C=CC=CC=3)C=CC=2)OC2C(P(C3C=CC=CC=3)C3C=CC=CC=3)=CC=CC1=2.C(=O)([O-])[O-].[Cs+].[Cs+]>>[Br:11][C:8]1[C:9]([F:10])=[C:2]([NH:13][C:12](=[O:19])[O:14][C:15]([CH3:18])([CH3:17])[CH3:16])[CH:3]=[C:4]([C:5]#[N:6])[CH:7]=1 |f:3.4.5|. Procedure: A 500 ml round bottom flask vial was loaded with 3,5-dibromo-4-fluorobenzonitrile (5.7 g, 15.53 mmol) (76% pure, rest di-bromo-regioisomer and tribromo-analog), tert-butyl carbamate (2.63 g, 22.45 mmol) palladium(ii) acetate (177 mg, 0.788 mmol), XANTPHOS (1.14 g, 1.970 mmol) and cesium carbonate (19.3 g, 59.2 mmol). The flask was evacuated and back-filled with nitrogen 2 times. 1,4-Dioxane (200 ml) was added and the flask evacuated and back-filled with nitrogen 2 times. The reaction mixture was...